Dataset: the Open Reaction Database (ORD), a public repository of structured organic reaction records. Task: describe an organic reaction: reactants, conditions, products, and yield Reactants: CO, CC1(C)OC2C=CC(C3CO3)C2O1, N. Product: CC1(C)OC2C=CC(C(O)CN)C2O1. As a reaction SMILES: [CH3:15][OH:16].[CH3:1][C:2]1([CH3:13])[O:3][CH:4]2[CH:5]([O:6]1)[CH:7]=[CH:8][CH:9]2[CH:10]1[O:11][CH2:12]1.[NH3:14]>>[CH3:1][C:2]1([CH3:13])[O:3][CH:4]2[CH:5]([O:6]1)[CH:7]=[CH:8][CH:9]2[CH:10]([OH:11])[CH2:12][NH2:14]. Reactants: Cc1ccc(S(=O)(=O)n2c(-c3cn(C)c4ccc(O)cc34)cc3cccnc32)cc1, COCC(C)O, Cc1ccccc1, c1ccc(P(c2ccccc2)c2ccccc2)cc1. The product is COCC(C)Oc1ccc2c(c1)c(-c1cc3cccnc3n1S(=O)(=O)c1ccc(C)cc1)cn2C. Reaction SMILES: [CH3:20][n:21]1[cH:22][c:23](-[c:31]2[cH:32][c:33]3[c:34]([n:35][cH:36][cH:37][cH:38]3)[n:39]2[S:40](=[O:41])(=[O:42])[c:43]2[cH:44][cH:45][c:46]([CH3:49])[cH:47][cH:48]2)[c:24]2[cH:25][c:26]([OH:30])[cH:27][cH:28][c:29]12.[CH3:50][O:51][CH2:52][CH:53]([CH3:54])[OH:55].[CH3:56][c:57]1[cH:58][cH:59][cH:60][cH:61][cH:62]1.[c:1]1([P:2]([c:3]2[cH:4][cH:5][cH:6][cH:7][cH:8]2)[c:9]2[cH:10][cH:11][cH:12][cH:13][cH:14]2)[cH:15][cH:16][cH:17][cH:18][cH:19]1>>[CH3:20][n:21]1[cH:22][c:23](-[c:31]2[cH:32][c:33]3[c:34]([n:35][cH:36][cH:37][cH:38]3)[n:39]2[S:40](=[O:41])(=[O:42])[c:43]2[cH:44][cH:45][c:46]([CH3:49])[cH:47][cH:48]2)[c:24]2[cH:25][c:26]([O:30][CH:53]([CH2:52][O:51][CH3:50])[CH3:54])[cH:27][cH:28][c:29]12. The reactants are Cc1ccc(Br)c(F)c1, CCOC(=O)CC(=O)OCC, C1COCCO1, Cl, [H-], [Na+]. Yields the product CCOC(=O)C(C(=O)OCC)c1ccc(C)cc1F. As a reaction SMILES: [Br:14][c:15]1[c:16]([F:22])[cH:17][c:18]([CH3:21])[cH:19][cH:20]1.[C:1]([CH2:2][C:3](=[O:4])[O:5][CH2:6][CH3:7])(=[O:8])[O:9][CH2:10][CH3:11].[CH2:24]1[O:25][CH2:26][CH2:27][O:28][CH2:29]1.[ClH:23].[H-:13].[Na+:12]>>[C:1]([CH:2]([C:3](=[O:4])[O:5][CH2:6][CH3:7])[c:15]1[c:16]([F:22])[cH:17][c:18]([CH3:21])[cH:19][cH:20]1)(=[O:8])[O:9][CH2:10][CH3:11]. Reactants: O=[N+]([O-])[O-].[O-][N+]([O-])=O.[O-][N+]([O-])=O.[O-][N+]([O-])=O.[O-][N+]([O-])=O.[O-][N+]([O-])=O.[Ce+4].[NH4+].[NH4+] (CAN), C(C)#N (acetonitrile), CNC(=O)C1(CC2=C(C(=C(C(=C2C1)OC)OC)OC)OC)CCCCCCCCO (N-methyl-2-(8-hydroxyoctyl)-4,5,6,7-tetramethoxy-2-indancarboxamide). Solvent: O (water), O (Water). Reaction conditions: time 15 minute. The product is CNC(=O)C1(CC=2C(C(=C(C(C2C1)=O)OC)OC)=O)CCCCCCCCO (N-Methyl-2-(8-hydroxyoctyl)-5,6-dimethoxy-4,7-dioxo-2-indancarboxamide). The yield is 44.8%. As a reaction SMILES: O=[N+]([O-])[O-].[O-][N+](=O)[O-].[O-][N+](=O)[O-].[O-][N+](=O)[O-].[O-][N+](=O)[O-].[O-][N+](=O)[O-].[Ce+4].[NH4+].[NH4+].C(#N)C.[CH3:31][NH:32][C:33]([C:35]1([CH2:52][CH2:53][CH2:54][CH2:55][CH2:56][CH2:57][CH2:58][CH2:59][OH:60])[CH2:43][C:42]2[C:37](=[C:38]([O:50]C)[C:39]([O:48][CH3:49])=[C:40]([O:46][CH3:47])[C:41]=2[O:44]C)[CH2:36]1)=[O:34]>O>[CH3:31][NH:32][C:33]([C:35]1([CH2:52][CH2:53][CH2:54][CH2:55][CH2:56][CH2:57][CH2:58][CH2:59][OH:60])[CH2:43][C:42]2[C:41](=[O:44])[C:40]([O:46][CH3:47])=[C:39]([O:48][CH3:49])[C:38](=[O:50])[C:37]=2[CH2:36]1)=[O:34] |f:0.1.2.3.4.5.6.7.8|. Procedure details: A water (1.0 ml) solution of CAN (828 mg, 1.51 mmols) was dropwise added to an acetonitrile (5.0 ml) solution of N-methyl-2-(8-hydroxyoctyl)-4,5,6,7-tetramethoxy-2-indancarboxamide (255 mg, 0.602 mmols), with cooling with ice, and stirring was continued for 15 minutes. Water was added to the reaction mixture, which was then extracted with ethyl acetate. The organic layer was washed with a saturated aqueous sodium chloride solution and then dried. The solvent was evaporated in vacuo, and the resu... Starting materials: [Br-], C1CCOC1, CON(C)C(=O)CCCOC1CCC(N(C)S(=O)(=O)c2ccc(C(F)(F)F)cc2)CC1, C[Mg+], [Cl-], [NH4+]. The product is CC(=O)CCCOC1CCC(N(C)S(=O)(=O)c2ccc(C(F)(F)F)cc2)CC1. RXN SMILES: [Br-:32].[CH2:37]1[O:38][CH2:39][CH2:40][CH2:41]1.[CH3:1][O:2][N:3]([C:4]([CH2:5][CH2:6][CH2:7][O:8][CH:9]1[CH2:10][CH2:11][CH:12]([N:15]([S:16](=[O:17])(=[O:18])[c:19]2[cH:20][cH:21][c:22]([C:25]([F:26])([F:27])[F:28])[cH:23][cH:24]2)[CH3:29])[CH2:13][CH2:14]1)=[O:30])[CH3:31].[CH3:33][Mg+:34].[Cl-:35].[NH4+:36]>>[C:4]([CH2:5][CH2:6][CH2:7][O:8][CH:9]1[CH2:10][CH2:11][CH:12]([N:15]([S:16](=[O:17])(=[O:18])[c:19]2[cH:20][cH:21][c:22]([C:25]([F:26])([F:27])[F:28])[cH:23][cH:24]2)[CH3:29])[CH2:13][CH2:14]1)(=[O:30])[CH3:33]. Starting materials: CC1=C(C(=CC(=C1)C(C(F)(F)F)(C(F)(F)F)F)C)NC(C1=C(C(=C(C(=C1)F)F)[N+](=O)[O-])F)=O (N-[2,6-dimethyl-4-(1,2,2,2-tetrafluoro-1-trifluoromethyl-ethyl)-phenyl]-3-nitro-2,4,5-trifluoro-benzamide), [C-]#N.[Na+] (sodium cyanide). Run in CN(C=O)C (N,N-dimethylformamide). Reaction conditions: temperature 0 celsius, time 1 hour. Yields the product C(#N)C1=C(C(=C(C(=O)NC2=C(C=C(C=C2C)C(C(F)(F)F)(C(F)(F)F)F)C)C=C1F)F)[N+](=O)[O-] (4-cyano-2,5-difluoro-N-[2,6-dimethyl-4-(1,2,2,2-tetrafluoro-1-trifluoromethyl-ethyl)-phenyl]-3-nitro-benzamide). Isolated yield 46.6%. RXN SMILES: [CH3:1][C:2]1[CH:7]=[C:6]([C:8]([F:17])([C:13]([F:16])([F:15])[F:14])[C:9]([F:12])([F:11])[F:10])[CH:5]=[C:4]([CH3:18])[C:3]=1[NH:19][C:20](=[O:33])[C:21]1[CH:26]=[C:25]([F:27])[C:24](F)=[C:23]([N+:29]([O-:31])=[O:30])[C:22]=1[F:32].[C-:34]#[N:35].[Na+]>CN(C)C=O>[C:34]([C:24]1[C:25]([F:27])=[CH:26][C:21]([C:20]([NH:19][C:3]2[C:2]([CH3:1])=[CH:7][C:6]([C:8]([F:17])([C:13]([F:15])([F:16])[F:14])[C:9]([F:12])([F:11])[F:10])=[CH:5][C:4]=2[CH3:18])=[O:33])=[C:22]([F:32])[C:23]=1[N+:29]([O-:31])=[O:30])#[N:35] |f:1.2|. Procedure: To a solution of N-[2,6-dimethyl-4-(1,2,2,2-tetrafluoro-1-trifluoromethyl-ethyl)-phenyl]-3-nitro-2,4,5-trifluoro-benzamide (6.77 g, 13.75 mmol) (Example I15) in N,N-dimethylformamide (137 ml) at 0° C. was added sodium cyanide (740 mg, 15.13 mmol). The reaction mixture was stirred at 0° C. for one hour and then at ambient temperature for 16 hours. The reaction mixture was concentrated and the residue partitioned between water and dichloromethane. The combined organic phases were dried over sodium...